This data is from the Open Reaction Database (ORD), a public repository of structured organic reaction records. The task is: describe an organic reaction: reactants, conditions, products, and yield Reactants: CCN1CCN(Cc2ccc(NC(=O)N3CCc4cc(Oc5cc(N=[N+]=[N-])ncn5)ccc43)cc2)CC1, C1CCOC1. The product is CCN1CCN(Cc2ccc(NC(=O)N3CCc4cc(Oc5cc(N)ncn5)ccc43)cc2)CC1. Reaction SMILES: [CH2:1]([CH3:2])[N:3]1[CH2:4][CH2:5][N:6]([CH2:9][c:10]2[cH:11][cH:12][c:13]([NH:16][C:17](=[O:18])[N:19]3[CH2:20][CH2:21][c:22]4[cH:23][c:24]([O:28][c:29]5[n:30][cH:31][n:32][c:33]([N:35]=[N+:36]=[N-:37])[cH:34]5)[cH:25][cH:26][c:27]43)[cH:14][cH:15]2)[CH2:7][CH2:8]1.[CH2:38]1[O:39][CH2:40][CH2:41][CH2:42]1>>[CH2:1]([CH3:2])[N:3]1[CH2:4][CH2:5][N:6]([CH2:9][c:10]2[cH:11][cH:12][c:13]([NH:16][C:17](=[O:18])[N:19]3[CH2:20][CH2:21][c:22]4[cH:23][c:24]([O:28][c:29]5[n:30][cH:31][n:32][c:33]([NH2:35])[cH:34]5)[cH:25][cH:26][c:27]43)[cH:14][cH:15]2)[CH2:7][CH2:8]1. Starting materials: C(C)OC(=O)C=1NC2=CC=C(C=C2C1)OCC(C)C1=C(N=C(O1)C1=CC=C(C=C1)C(F)(F)F)C(C)C (5-{2-[4-Isopropyl-2-(4-trifluoromethyl-phenyl)-oxazol-5-yl]-propoxy}-1H-indole-2-carboxylic acid ethyl ester), [H-].[Na+] (sodium hydride), oil, NN-dimethyl formamide, IC (Iodomethane). Solvent: O (water). The product is C(C)OC(=O)C=1N(C2=CC=C(C=C2C1)OCC(C)C1=C(N=C(O1)C1=CC=C(C=C1)C(F)(F)F)C(C)C)C (5-{2-[4-Isopropyl-2-(4-trifluoromethyl-phenyl)-oxazol-5-yl]-propoxy}-1-methyl-1H-indole-2-carboxylic acid ethyl ester). RXN SMILES: [CH2:1]([O:3][C:4]([C:6]1[NH:7][C:8]2[C:13]([CH:14]=1)=[CH:12][C:11]([O:15][CH2:16][CH:17]([C:19]1[O:23][C:22]([C:24]3[CH:29]=[CH:28][C:27]([C:30]([F:33])([F:32])[F:31])=[CH:26][CH:25]=3)=[N:21][C:20]=1[CH:34]([CH3:36])[CH3:35])[CH3:18])=[CH:10][CH:9]=2)=[O:5])[CH3:2].[H-].[Na+].I[CH3:40]>O>[CH2:1]([O:3][C:4]([C:6]1[N:7]([CH3:40])[C:8]2[C:13]([CH:14]=1)=[CH:12][C:11]([O:15][CH2:16][CH:17]([C:19]1[O:23][C:22]([C:24]3[CH:25]=[CH:26][C:27]([C:30]([F:33])([F:31])[F:32])=[CH:28][CH:29]=3)=[N:21][C:20]=1[CH:34]([CH3:35])[CH3:36])[CH3:18])=[CH:10][CH:9]=2)=[O:5])[CH3:2] |f:1.2|. Reported procedure: 5-{2-[4-Isopropyl-2-(4-trifluoromethyl-phenyl)-oxazol-5-yl]-propoxy}-1H-indole-2-carboxylic acid ethyl ester (0.117 g, 0.234 mmol) is stirred with sodium hydride, 60% mineral oil (0.011 g, 0.28 mmol) and NN-dimethyl formamide (12 mL). Iodomethane (16 uL, 0.26 mmol) is added and the mixture is stirred at 80 deg C. 2 hr, and room temperature 18 hr. The mixture is diluted with water (50 mL), and the product is extracted into ethyl acetate (2×50 mL). The combined extracts are dried over anhydrous ma... Starting materials: C(C)(C)(C)OC(=O)N1C=C(C2=CC(=CC=C12)Br)C (5-Bromo-3-methyl-indole-1-carboxylic acid tert-butyl ester), C(CCC#C)O (4-pentynol). Yields the product C(C)(C)(C)OC(=O)N1C=C(C2=CC(=CC=C12)C#CCCCO)C (5-(5-Hydroxy-pent-1-ynyl)-3-methyl-indole-1-carboxylic acid tert-butyl ester). As a reaction SMILES: [C:1]([O:5][C:6]([N:8]1[C:16]2[C:11](=[CH:12][C:13](Br)=[CH:14][CH:15]=2)[C:10]([CH3:18])=[CH:9]1)=[O:7])([CH3:4])([CH3:3])[CH3:2].[CH2:19]([OH:24])[CH2:20][CH2:21][C:22]#[CH:23]>>[C:1]([O:5][C:6]([N:8]1[C:16]2[C:11](=[CH:12][C:13]([C:23]#[C:22][CH2:21][CH2:20][CH2:19][OH:24])=[CH:14][CH:15]=2)[C:10]([CH3:18])=[CH:9]1)=[O:7])([CH3:4])([CH3:3])[CH3:2]. Procedure: In analogy to example 7.2, 5-Bromo-3-methyl-indole-1-carboxylic acid tert-butyl ester and 4-pentynol were converted to yield 5-(5-Hydroxy-pent-1-ynyl)-3-methyl-indole-1-carboxylic acid tert-butyl ester as brown gum, MS: 313 (M). Starting materials: N1=CC(=NC2=CC=CC=C12)C, [Zn].O=S(O)CC(F)(F)F. The reagents and catalysts are O=C(O)C(F)(F)F, OOC(C)(C)C. The solvent is O, ClCCCl. Reaction conditions: temperature 25 celsius, time 18 hour. The product is FC(F)(F)CC=1C=CC=C2N=CC(=NC21)C, FC(F)(F)CC1=CC=C2N=CC(=NC2=C1)C.